This data is from the Open Reaction Database (ORD), a public repository of structured organic reaction records. The task is: describe an organic reaction: reactants, conditions, products, and yield Reactants: C(C)OC(=O)C1(CC2=CC=CC=C2C1)NC(C1=C(C(=CC=C1)C)I)=O (2-(2-iodo-3-methyl-benzoylamino)-indan-2-carboxylic acid ethyl ester), C1(=CCCCC1)B1OC(C(O1)(C)C)(C)C (2-cyclohex-1-enyl-4,4,5,5-tetramethyl-[1,3,2]dioxaborolane), aqueous solution, C(=O)([O-])[O-].[K+].[K+] (K2CO3). Reagents/catalysts: [Pd] (palladium), [Pd] (Pd). Run in CCO (EtOH), O1CCOCC1 (dioxane). The product is C(C)OC(=O)C1(CC2=CC=CC=C2C1)NC(C1=C(C(=CC=C1)C)C1=CCCCC1)=O (2-(2-Cyclohex-1-enyl-3-methyl-benzoylamino)-indan-2-carboxylic acid ethyl ester). Yield: 21.6%. RXN SMILES: [CH2:1]([O:3][C:4]([C:6]1([NH:15][C:16](=[O:25])[C:17]2[CH:22]=[CH:21][CH:20]=[C:19]([CH3:23])[C:18]=2I)[CH2:14][C:13]2[C:8](=[CH:9][CH:10]=[CH:11][CH:12]=2)[CH2:7]1)=[O:5])[CH3:2].[C:26]1(B2OC(C)(C)C(C)(C)O2)[CH2:31][CH2:30][CH2:29][CH2:28][CH:27]=1.C([O-])([O-])=O.[K+].[K+]>CCO.O1CCOCC1.[Pd]>[CH2:1]([O:3][C:4]([C:6]1([NH:15][C:16](=[O:25])[C:17]2[CH:22]=[CH:21][CH:20]=[C:19]([CH3:23])[C:18]=2[C:26]2[CH2:31][CH2:30][CH2:29][CH2:28][CH:27]=2)[CH2:14][C:13]2[C:8](=[CH:9][CH:10]=[CH:11][CH:12]=2)[CH2:7]1)=[O:5])[CH3:2] |f:2.3.4|. Procedure details: To a solution of 2-(2-iodo-3-methyl-benzoylamino)-indan-2-carboxylic acid ethyl ester (491 mg, 1.09 mmol) and 2-cyclohex-1-enyl-4,4,5,5-tetramethyl-[1,3,2]dioxaborolane (937 μL, 4.36 mmol) in EtOH (10 mL) and dioxane (10 mL) is added palladium anchored homogeneous catalyst, FibreCatPd(0) (4.84% Pd, 240 mg, 0.11 mmol) and 2M aqueous solution of K2SO4 (2.18 mL, 4.36 mmol). The resulting reaction mixture is covered with argon and run in a microwave reaction: 110° C., 8 h. After concentration in vac... The reactants are C(C1=CC=CC=C1)(=O)C1=CC=C(C(=O)N2CC3=C(CC2)C=CO3)C=C1 (6-(4-benzoylbenzoyl)-4,5,6,7-tetrahydrofuro[2,3-c]pyridine), C(C)(=O)[O-].C[NH2+]CCOC (N-methyl-2-methoxyethylammonium acetate), C=O (formaldehyde). Solvent: C(C)(=O)O (acetic acid). Conditions: temperature 100 celsius, time 1 hour. Yields the product COCCN(C)CC1=CC2=C(CN(CC2)C(C2=CC=C(C=C2)C(C2=CC=CC=C2)=O)=O)O1 (N-(2-methoxyethyl)-N-methyl-[6-(4-benzoylbenzoyl)-4,5,6,7-tetrahydrofuro[2,3-c]pyridin-2-ylmethyl]amine). RXN SMILES: [C:1]([C:9]1[CH:25]=[CH:24][C:12]([C:13]([N:15]2[CH2:20][CH2:19][C:18]3[CH:21]=[CH:22][O:23][C:17]=3[CH2:16]2)=[O:14])=[CH:11][CH:10]=1)(=[O:8])[C:2]1[CH:7]=[CH:6][CH:5]=[CH:4][CH:3]=1.[C:26]([O-])(=O)C.[CH3:30][NH2+:31][CH2:32][CH2:33][O:34][CH3:35].C=O>C(O)(=O)C>[CH3:35][O:34][CH2:33][CH2:32][N:31]([CH2:26][C:22]1[O:23][C:17]2[CH2:16][N:15]([C:13](=[O:14])[C:12]3[CH:11]=[CH:10][C:9]([C:1](=[O:8])[C:2]4[CH:3]=[CH:4][CH:5]=[CH:6][CH:7]=4)=[CH:25][CH:24]=3)[CH2:20][CH2:19][C:18]=2[CH:21]=1)[CH3:30] |f:1.2|. Procedure details: To a solution of 0.341 g (1.029 mmol) of 6-(4-benzoylbenzoyl)-4,5,6,7-tetrahydrofuro[2,3-c]pyridine in 10 ml of acetic acid, 0.18 g (1.2 mmol) of N-methyl-2-methoxyethylammonium acetate and 0.10 g (1.2 mmol) of 37% aqueous formaldehyde were added, followed by stirring at 100° C. for 1 hour. After the solvent was distilled off under reduced pressure, the residual solution was alkalified with aqueous sodium hydroxide and extracted with ethyl acetate 3 times. The combined organic layer was dried ov...